Dataset: the Open Reaction Database (ORD), a public repository of structured organic reaction records. Task: describe an organic reaction: reactants, conditions, products, and yield The reactants are CC(C)(C)[Si](C)(C)Oc1ccc2c(Br)cn([Si](C)(C)C(C)(C)C)c2c1, [Li]C(C)(C)C, C1CCOC1, CI, CCCCC. The product is Cc1cn([Si](C)(C)C(C)(C)C)c2cc(O[Si](C)(C)C(C)(C)C)ccc12. RXN SMILES: [Br:11][c:12]1[cH:13][n:14]([Si:29]([CH3:30])([CH3:31])[C:32]([CH3:33])([CH3:34])[CH3:35])[c:15]2[cH:16][c:17]([O:21][Si:22]([CH3:23])([CH3:24])[C:25]([CH3:26])([CH3:27])[CH3:28])[cH:18][cH:19][c:20]12.[C:1]([Li:2])([CH3:3])([CH3:4])[CH3:5].[CH2:38]1[O:39][CH2:40][CH2:41][CH2:42]1.[CH3:36][I:37].[CH3:6][CH2:7][CH2:8][CH2:9][CH3:10]>>[CH3:1][c:12]1[cH:13][n:14]([Si:29]([CH3:30])([CH3:31])[C:32]([CH3:33])([CH3:34])[CH3:35])[c:15]2[cH:16][c:17]([O:21][Si:22]([CH3:23])([CH3:24])[C:25]([CH3:26])([CH3:27])[CH3:28])[cH:18][cH:19][c:20]12. Procedure details: A stirred solution of 4-[5-(4-chlorofuro[3,2-c]pyridin-2-yl)-[1,2,4]oxadiazol-3-ylmethoxy]piperidine-1-carboxylic acid tert-butyl ester (Example 57, 150 mg, 346 μmol) in CH2Cl2 (4 mL) was treated with H2O (6 μL) and TFA (1.5 mL). After 1 h, the reaction was concentrated in vacuo, then the excess TFA was removed through azeotropic distillation with PhMe under reduced pressure. The remainder was partitioned between EtOAc and 2M NaOH. The aqueous phase was extracted further with EtOAc, then the com... Product: ClC1=NC=CC2=C1C=C(O2)C2=NC(=NO2)C(C2=NC=CC=N2)ON2CCCCC2 (4-Chloro-2-[3-(1-pyrimidin-2-ylpiperidin yloxymethyl)-[1,2,4]oxadiazol-5-yl]furo[3,2-c]pyridine). Reactants: ClC1=NC=CC2=C1C=C(O2)C2=NC(=NO2)COC2CCNCC2 (4-chloro-2-[3-(piperidin-4-yloxymethyl)-[1,2,4]oxadiazol-5-yl]furo[3,2-c]pyridine), BrC1=NC=CC=N1 (2-bromopyrimidine), C1CCC2=NCCCN2CC1 (DBU). Reaction SMILES: [Cl:1][C:2]1[C:7]2[CH:8]=[C:9]([C:11]3[O:15][N:14]=[C:13]([CH2:16][O:17]C4CCNCC4)[N:12]=3)[O:10][C:6]=2[CH:5]=[CH:4][N:3]=1.Br[C:25]1[N:30]=[CH:29][CH:28]=[CH:27][N:26]=1.[CH2:31]1[CH2:41][CH2:40][N:39]2C(=NC[CH2:37][CH2:38]2)CC1>O1CCOCC1>[Cl:1][C:2]1[C:7]2[CH:8]=[C:9]([C:11]3[O:15][N:14]=[C:13]([CH:16]([O:17][N:39]4[CH2:38][CH2:37][CH2:31][CH2:41][CH2:40]4)[C:25]4[N:30]=[CH:29][CH:28]=[CH:27][N:26]=4)[N:12]=3)[O:10][C:6]=2[CH:5]=[CH:4][N:3]=1. Reaction conditions: time 16 hour. The solvent is O1CCOCC1 (dioxane). The product is [N+](=O)([O-])C1=CC=C(CN2C(CCC2)C(C)O)C=C1 (1-[1-(4-Nitro-benzyl)-pyrrolidin-2-yl]-ethanol). Reported procedure: 2-(1-Hydroxy-ethyl)-pyrrolidine-1-carboxylic acid tert-butyl ester (1.0 g, 4.6 mmol) in CH2Cl2 is cooled to 0° C. and TFA (2.5 mL) is added dropwise. The mixture is allowed to stir at room temperature overnight. All the volatiles were removed and CH3CN (20 mL) is added. After addition of 4-nitrobenzyl bromide (1.25 g, 5.78 mmol) and K2CO3 (2.0 g, 14.4 mmol), the mixture is stirred at room temperature for 5 hours. Run at time 8 hour. RXN SMILES: C(O[C:6]([N:8]1[CH2:12][CH2:11][CH2:10][CH:9]1[CH:13]([OH:15])[CH3:14])=O)(C)(C)C.C(O)(C(F)(F)F)=O.[N+:23]([C:26]1[CH:33]=[CH:32][C:29](CBr)=[CH:28][CH:27]=1)([O-:25])=[O:24].C([O-])([O-])=O.[K+].[K+]>C(Cl)Cl>[N+:23]([C:26]1[CH:33]=[CH:32][C:29]([CH2:6][N:8]2[CH2:12][CH2:11][CH2:10][CH:9]2[CH:13]([OH:15])[CH3:14])=[CH:28][CH:27]=1)([O-:25])=[O:24] |f:3.4.5|. Run in C(Cl)Cl (CH2Cl2). Starting materials: C(C)(C)(C)OC(=O)N1C(CCC1)C(C)O (2-(1-Hydroxy-ethyl)-pyrrolidine-1-carboxylic acid tert-butyl ester), [N+](=O)([O-])C1=CC=C(CBr)C=C1 (4-nitrobenzyl bromide), C(=O)([O-])[O-].[K+].[K+] (K2CO3), C(=O)(C(F)(F)F)O (TFA). Reactants: ClC1=NC2=CC=C(C=C2C=C1C#N)OC (2-chloro-6-methoxy-3-quinolinecarbonitrile), C(C)O (ethanol), O.NN (hydrazine hydrate). Reaction conditions: temperature 0 celsius. The product is COC=1C=C2C=C3C(=NC2=CC1)NN=C3N (6-methoxy-1H-pyrazolo[3,4-b]quinolin-3-amine). RXN SMILES: Cl[C:2]1[C:11]([C:12]#[N:13])=[CH:10][C:9]2[C:4](=[CH:5][CH:6]=[C:7](OC)[CH:8]=2)[N:3]=1.[OH2:16].[NH2:17][NH2:18].[CH2:19](O)C>>[CH3:19][O:16][C:7]1[CH:8]=[C:9]2[C:4](=[CH:5][CH:6]=1)[N:3]=[C:2]1[NH:17][N:18]=[C:12]([NH2:13])[C:11]1=[CH:10]2 |f:1.2|. Procedure details: To a stirred suspension of 14.7 g 2-chloro-6-methoxy-3-quinolinecarbonitrile in 465 ml absolute ethanol was added 17 ml of hydrazine hydrate. The mixture was stirred at reflux for 24 hours and then cooled to 0° C. The resulting solid product was collected by filtration and boiled with 200 ml water to remove any hydrazine dihydrochloride present. The resulting material was filtered and dried in vacuo (90° C.), and recrystallized from 300 ml dimethylformamide to give 12.3 g 6-methoxy-1H-pyrazolo[3... The reactants are CC(=O)O[BH-](OC(C)=O)OC(C)=O, C=O, CC(=O)O, COc1cc2ncnc(Nc3cccc(Cl)c3F)c2cc1CN(C)C1(C(N)=O)CNC1, ClCCCl, Cl, [Na+]. The product is COc1cc2ncnc(Nc3cccc(Cl)c3F)c2cc1CN(C)C1(C(N)=O)CN(C)C1. Reaction SMILES: [C:35]([O:36][BH-:37]([O:38][C:39](=[O:40])[CH3:41])[O:42][C:43](=[O:44])[CH3:45])(=[O:46])[CH3:47].[CH2:33]=[O:34].[CH3:49][C:50](=[O:51])[OH:52].[Cl:2][c:3]1[c:4]([F:32])[c:5]([NH:9][c:10]2[n:11][cH:12][n:13][c:14]3[cH:15][c:16]([O:30][CH3:31])[c:17]([CH2:20][N:21]([C:22]4([C:26](=[O:27])[NH2:28])[CH2:23][NH:24][CH2:25]4)[CH3:29])[cH:18][c:19]23)[cH:6][cH:7][cH:8]1.[Cl:53][CH2:54][CH2:55][Cl:56].[ClH:1].[Na+:48]>>[Cl:2][c:3]1[c:4]([F:32])[c:5]([NH:9][c:10]2[n:11][cH:12][n:13][c:14]3[cH:15][c:16]([O:30][CH3:31])[c:17]([CH2:20][N:21]([C:22]4([C:26](=[O:27])[NH2:28])[CH2:23][N:24]([CH3:35])[CH2:25]4)[CH3:29])[cH:18][c:19]23)[cH:6][cH:7][cH:8]1.